Dataset: the Open Reaction Database (ORD), a public repository of structured organic reaction records. Task: describe an organic reaction: reactants, conditions, products, and yield Starting materials: C, CCOC(C)=O, CCOC(=O)COc1cc(Cl)c(C2CO2)cc1OC, [Pd]. The product is CCOC(=O)COc1cc(Cl)c(CCO)cc1OC. RXN SMILES: [C:26].[CH3:20][CH2:21][O:22][C:23](=[O:24])[CH3:25].[Cl:1][c:2]1[c:3]([CH:17]2[O:18][CH2:19]2)[cH:4][c:5]([O:15][CH3:16])[c:6]([O:7][CH2:8][C:9](=[O:10])[O:11][CH2:12][CH3:13])[cH:14]1.[Pd:27]>>[Cl:1][c:2]1[c:3]([CH2:17][CH2:19][OH:18])[cH:4][c:5]([O:15][CH3:16])[c:6]([O:7][CH2:8][C:9](=[O:10])[O:11][CH2:12][CH3:13])[cH:14]1. Starting materials: C1(CCCC1)S(=O)(=O)CC1=CC(=CC=C1)[N+](=O)[O-] (1-[(cyclopentylsulfonyl)methyl]-3-nitrobenzene), [Cl-].[NH4+] (ammonium chloride). The reagents and catalysts are [Zn] (zinc). The solvent is C(C)O (ethanol), O (water). Reaction conditions: time 3 hour. The product is C1(CCCC1)S(=O)(=O)CC=1C=C(N)C=CC1 (3-[(Cyclopentylsulfonyl)methyl]aniline). Yield: 82.7%. As a reaction SMILES: [CH:1]1([S:6]([CH2:9][C:10]2[CH:15]=[CH:14][CH:13]=[C:12]([N+:16]([O-])=O)[CH:11]=2)(=[O:8])=[O:7])[CH2:5][CH2:4][CH2:3][CH2:2]1.[Cl-].[NH4+]>C(O)C.O.[Zn]>[CH:1]1([S:6]([CH2:9][C:10]2[CH:11]=[C:12]([CH:13]=[CH:14][CH:15]=2)[NH2:16])(=[O:8])=[O:7])[CH2:5][CH2:4][CH2:3][CH2:2]1 |f:1.2|. Reported procedure: A solution of 1-[(cyclopentylsulfonyl)methyl]-3-nitrobenzene (4.9 g) in ethanol (37 mL) and water (11.1 mL) was treated with ammonium chloride (4.9 g) at 0° C. Then zinc powder (5.9 g) was cautiously added in portions and stirred for 3 hours at room temperature. Then the mixture was filtered over cellite, washed with ethanol, condensed to dryness, treated with ethyl acetate, washed with brine, dried with sodium sulfate and condensed to dryness. Crystallization of the crude product (4.5 g) from d... Starting materials: S(N)(OC1=C(C=CC=C1Cl)Cl)(=O)=O (2,6-dichlorophenyl sulfamate), C1(CCCCC1)N=C=NC1CCCCC1 (dicyclohexylcarbodiimide), COC1=NC(=NC(=C1)OC)C(=O)O (4,6-dimethoxypyrimidine-2-carboxylic acid). The reagents and catalysts are CN(C1=CC=NC=C1)C (4-dimethylaminopyridine). The solvent is ClCCl (dichloromethane). Reaction conditions: time 3 hour. Yields the product COC1=NC(=NC(=C1)OC)C(=O)NS(OC1=C(C=CC=C1Cl)Cl)(=O)=O (2,6-Dichlorophenyl N-[(4,6-dimethoxypyrimidin-2-yl)carbonyl]sulfamate). Reaction SMILES: [S:1](=[O:13])(=[O:12])([O:3][C:4]1[C:9]([Cl:10])=[CH:8][CH:7]=[CH:6][C:5]=1[Cl:11])[NH2:2].C1(N=C=NC2CCCCC2)CCCCC1.[CH3:29][O:30][C:31]1[CH:36]=[C:35]([O:37][CH3:38])[N:34]=[C:33]([C:39](O)=[O:40])[N:32]=1>CN(C)C1C=CN=CC=1.ClCCl>[CH3:29][O:30][C:31]1[CH:36]=[C:35]([O:37][CH3:38])[N:34]=[C:33]([C:39]([NH:2][S:1](=[O:13])(=[O:12])[O:3][C:4]2[C:5]([Cl:11])=[CH:6][CH:7]=[CH:8][C:9]=2[Cl:10])=[O:40])[N:32]=1. Procedure: 2.4 g of 2,6-dichlorophenyl sulfamate are added in portions at 0° C. to 2° C. to a mixture of 2.3 g of dicyclohexylcarbodiimide, 120 mg of 4-dimethylaminopyridine and 2.2 g of 4,6-dimethoxypyrimidine-2-carboxylic acid in 80 ml of absolute dichloromethane, and stirring is continued for 0.5 hour at 0° C. and 3 hours at room temperature. The mixture is filtered off with suction, the organic phase is washed with 100 ml of 1 N hydrochloric acid and then with water and dried over sodium sulfate. The s... The reactants are CCOC(=O)C(Cc1ccc(OCCc2nc(-c3ccccc3)oc2C)cc1)NCc1ccc(F)cc1, CI, [H-], [Na+], C1CCOC1, O. Product: CCOC(=O)C(Cc1ccc(OCCc2nc(-c3ccccc3)oc2C)cc1)N(C)Cc1ccc(F)cc1. As a reaction SMILES: [CH2:3]([CH3:4])[O:5][C:6]([CH:7]([CH2:8][c:9]1[cH:10][cH:11][c:12]([O:15][CH2:16][CH2:17][c:18]2[n:19][c:20](-[c:24]3[cH:25][cH:26][cH:27][cH:28][cH:29]3)[o:21][c:22]2[CH3:23])[cH:13][cH:14]1)[NH:30][CH2:31][c:32]1[cH:33][cH:34][c:35]([F:38])[cH:36][cH:37]1)=[O:39].[CH3:40][I:41].[H-:1].[Na+:2].[O:43]1[CH2:44][CH2:45][CH2:46][CH2:47]1.[OH2:42]>>[CH2:3]([CH3:4])[O:5][C:6]([CH:7]([CH2:8][c:9]1[cH:10][cH:11][c:12]([O:15][CH2:16][CH2:17][c:18]2[n:19][c:20](-[c:24]3[cH:25][cH:26][cH:27][cH:28][cH:29]3)[o:21][c:22]2[CH3:23])[cH:13][cH:14]1)[N:30]([CH2:31][c:32]1[cH:33][cH:34][c:35]([F:38])[cH:36][cH:37]1)[CH3:40])=[O:39].